From a dataset of the Open Reaction Database (ORD), a public repository of structured organic reaction records. describe an organic reaction: reactants, conditions, products, and yield The reactants are [O-]CC.[Na+] (Sodium ethoxide), O=C1CN(CCC1C(=O)OCC)C(=O)OC(C)(C)C (1-tert-butyl 4-ethyl 3-oxopiperidine-1,4-dicarboxylate), O1C=NC=C1C1=CC=C(C=C1)NC(=N)N (1-(4-(oxazol-5-yl)phenyl)guanidine). Run in C(C)O (ethanol), C(C)O (ethanol). Run at temperature 100 celsius. The product is OC=1C2=C(N=C(N1)NC1=CC=C(C=C1)C1=CN=CO1)CN(CC2)C(=O)OC(C)(C)C (tert-butyl 4-hydroxy-2-(4-(oxazol-5-yl)phenylamino)-5,6-dihydropyrido[3,4-d]pyrimidine-7(8H)-carboxylate). The yield is 41.9%. RXN SMILES: [O-]CC.[Na+].O=[C:6]1[CH:11]([C:12]([O:14]CC)=O)[CH2:10][CH2:9][N:8]([C:17]([O:19][C:20]([CH3:23])([CH3:22])[CH3:21])=[O:18])[CH2:7]1.[O:24]1[C:28]([C:29]2[CH:34]=[CH:33][C:32]([NH:35][C:36]([NH2:38])=[NH:37])=[CH:31][CH:30]=2)=[CH:27][N:26]=[CH:25]1>C(O)C>[OH:14][C:12]1[C:11]2[CH2:10][CH2:9][N:8]([C:17]([O:19][C:20]([CH3:21])([CH3:22])[CH3:23])=[O:18])[CH2:7][C:6]=2[N:38]=[C:36]([NH:35][C:32]2[CH:33]=[CH:34][C:29]([C:28]3[O:24][CH:25]=[N:26][CH:27]=3)=[CH:30][CH:31]=2)[N:37]=1 |f:0.1|. Reported procedure: Sodium ethoxide (0.476 g, 7.00 mmol) was added to 1-tert-butyl 4-ethyl 3-oxopiperidine-1,4-dicarboxylate (1.899 g, 7.00 mmol, Example 1d) and 1-(4-(oxazol-5-yl)phenyl)guanidine (1.415 g, 7.00 mmol, Example 1e) in ethanol (10 mL). The reaction vial was heated a microwave reactor at 100° C. for 15 minutes. The suspension was diluted with ethanol (5 ml) and the precipitated crude product was filtered off and washed with cold ethanol to give tert-butyl 4-hydroxy-2-(4-(oxazol-5-yl)phenylamino)-5,6-di... The reactants are IC1=C(C=CC=C1)C(F)(F)F (2-iodotrifluoromethylbenzene). Reagents/catalysts: [Cu] (copper). Solvent: CN(C)C=O (DMF). Product: FC(C1=C(C=CC=C1)C1=C(C=CC=C1)C(F)(F)F)(F)F (2,2′-Bis(trifluoromethyl)biphenyl). Isolated yield 78.5%. RXN SMILES: I[C:2]1[CH:7]=[CH:6][CH:5]=[CH:4][C:3]=1[C:8]([F:11])([F:10])[F:9]>[Cu].CN(C=O)C>[F:9][C:8]([F:11])([F:10])[C:3]1[CH:4]=[CH:5][CH:6]=[CH:7][C:2]=1[C:2]1[CH:7]=[CH:6][CH:5]=[CH:4][C:3]=1[C:8]([F:11])([F:10])[F:9]. Procedure: To a 2-L three-necked, round-bottom flask fitted with a mechanical stirrer and a condenser was added 507.5 g of 2-iodotrifluoromethylbenzene (1.86 mol), 282.0 g of copper powder and 400 ml of DMF. The reaction mixture was stirred and heated at reflux for 24 hours and filtered. The filtrate was distilled under reduced pressure to yield 211.8 g (78%) of a light yellow oil. Reactants: CCCN(CCOc1ncc([N+](=O)[O-])c(OC)n1)C(=O)OC(C)(C)C, O=C[O-], [NH4+], O. Product: CCCN(CCOc1ncc(N)c(OC)n1)C(=O)OC(C)(C)C. As a reaction SMILES: [C:1]([CH3:2])([CH3:3])([CH3:4])[O:5][C:6]([N:7]([CH2:8][CH2:9][CH3:10])[CH2:11][CH2:12][O:13][c:14]1[n:15][cH:16][c:17]([N+:22]([O-:23])=[O:24])[c:18]([O:20][CH3:21])[n:19]1)=[O:25].[CH:26]([O-:27])=[O:28].[NH4+:29].[OH2:30]>>[C:1]([CH3:2])([CH3:3])([CH3:4])[O:5][C:6]([N:7]([CH2:8][CH2:9][CH3:10])[CH2:11][CH2:12][O:13][c:14]1[n:15][cH:16][c:17]([NH2:22])[c:18]([O:20][CH3:21])[n:19]1)=[O:25]. The reactants are NC=1SC=CN1 (amino thiazol), OC1=C(C(=NC(=C1C1=CC=CC=C1)C=1SC=CC1)C(F)(F)F)C(=O)OCC (Ethyl 4-hydroxy-5-phenyl-6-(2-thienyl)-2-(trifluoromethyl)-3-pyridine carboxylate). Yields the product OC1=C(C(=NC(=C1C1=CC=CC=C1)C=1SC=CC1)C(F)(F)F)C(=O)NC=1SC=CN1 (4-hydroxy-5-phenyl-N-(2-thiazolyl)-6-(2-thienyl)-2-trifluoromethyl-3-pyridine carboxamide). Isolated yield 73.9%. As a reaction SMILES: [NH2:1][C:2]1[S:3][CH:4]=[CH:5][N:6]=1.[OH:7][C:8]1[C:13]([C:14]2[CH:19]=[CH:18][CH:17]=[CH:16][CH:15]=2)=[C:12]([C:20]2[S:21][CH:22]=[CH:23][CH:24]=2)[N:11]=[C:10]([C:25]([F:28])([F:27])[F:26])[C:9]=1[C:29](OCC)=[O:30]>>[OH:7][C:8]1[C:13]([C:14]2[CH:15]=[CH:16][CH:17]=[CH:18][CH:19]=2)=[C:12]([C:20]2[S:21][CH:22]=[CH:23][CH:24]=2)[N:11]=[C:10]([C:25]([F:28])([F:27])[F:26])[C:9]=1[C:29]([NH:1][C:2]1[S:3][CH:4]=[CH:5][N:6]=1)=[O:30]. Procedure: Using the procedure of Example 5, 10 g of amino thiazol and 6.9 g of the product of Step D were reacted to obtain 5.8 g of the expected product which was crystallized from acetonitrile melting at 260°-262° C. Starting materials: CC(C)(C)OC(=O)N1CC(=O)C1, C, c1ccc(CN2CCNCC2)cc1, CC(=O)O, CO, [Pd]. Yields the product CC(C)(C)OC(=O)N1CC(N2CCN(Cc3ccccc3)CC2)C1. Reaction SMILES: [C:1](=[O:2])([O:3][C:4]([CH3:5])([CH3:6])[CH3:7])[N:8]1[CH2:9][C:10](=[O:12])[CH2:11]1.[C:32].[CH2:17]([c:18]1[cH:19][cH:20][cH:21][cH:22][cH:23]1)[N:24]1[CH2:25][CH2:26][NH:27][CH2:28][CH2:29]1.[CH3:13][C:14](=[O:15])[OH:16].[CH3:30][OH:31].[Pd:33]>>[C:1](=[O:2])([O:3][C:4]([CH3:5])([CH3:6])[CH3:7])[N:8]1[CH2:9][CH:10]([N:27]2[CH2:26][CH2:25][N:24]([CH2:17][c:18]3[cH:19][cH:20][cH:21][cH:22][cH:23]3)[CH2:29][CH2:28]2)[CH2:11]1.